This data is from the Open Reaction Database (ORD), a public repository of structured organic reaction records. The task is: describe an organic reaction: reactants, conditions, products, and yield Reactants: C(C)OP(=O)(OCC)C/C(=C/C(=O)OCC)/C (ethyl 4-(diethoxyphosphoryl)-3-methyl-but-2E-enoate), BrC1=C(C(=CC=2C(=CCC(C12)(C)C)C(C)C)/C(=C(\C=O)/F)/C)OCC ((2E)-3-(4-bromo-3-ethoxy-8-isopropyl-5,5-dimethyl-5,6-dihydro-naphthalen-2-yl)-2-fluoro-but-2-enal). Product: BrC1=C(C(=CC=2C(=CCC(C12)(C)C)C(C)C)/C(=C(\C=C\C(=C\C(=O)OCC)\C)/F)/C)OCC (Ethyl (2E,4E,6E)-7-(4-bromo-3-ethoxy-8-isopropyl-5,5-dimethyl-5,6-dihydro-naphthalen-2-yl)-6-fluoro-3-methyl-octa-2,4,6-trienoate). As a reaction SMILES: C(OP([CH2:9]/[C:10](/[CH3:17])=[CH:11]/[C:12]([O:14][CH2:15][CH3:16])=[O:13])(OCC)=O)C.[Br:18][C:19]1[C:28]2[C:27]([CH3:30])([CH3:29])[CH2:26][CH:25]=[C:24]([CH:31]([CH3:33])[CH3:32])[C:23]=2[CH:22]=[C:21](/[C:34](/[CH3:39])=[C:35](/[F:38])\[CH:36]=O)[C:20]=1[O:40][CH2:41][CH3:42]>>[Br:18][C:19]1[C:28]2[C:27]([CH3:30])([CH3:29])[CH2:26][CH:25]=[C:24]([CH:31]([CH3:33])[CH3:32])[C:23]=2[CH:22]=[C:21](/[C:34](/[CH3:39])=[C:35](/[F:38])\[CH:36]=[CH:9]\[C:10](\[CH3:17])=[CH:11]\[C:12]([O:14][CH2:15][CH3:16])=[O:13])[C:20]=1[O:40][CH2:41][CH3:42]. Procedure: Following General Procedure I-1, ethyl 4-(diethoxyphosphoryl)-3-methyl-but-2E-enoate (1.3 g, 4.95 nmol) and (2E)-3-(4-bromo-3-ethoxy-8-isopropyl-5,5-dimethyl-5,6-dihydro-naphthalen-2-yl)-2-fluoro-but-2-enal (Compound A-147, 675 mg, 1.65 mmol) were reacted to give the title compound as a colorless oil after purification by column chromatography (silica gel, 2% ethyl acetate in hexane). Starting materials: NCCC1=CC=C(C=C1)O (tyramine), Cl (hydrochloric acid), O (water), N1=CC=CC=C1 (pyridine), C(C)(=O)Cl (acetyl chloride). Solvent: C1=CC=CC=C1 (benzene). Product: C(C)(=O)N(CCC1=CC=C(C=C1)O)C(C)=O (diacetyl-tyramine). As a reaction SMILES: [NH2:1][CH2:2][CH2:3][C:4]1[CH:9]=[CH:8][C:7]([OH:10])=[CH:6][CH:5]=1.N1[CH:16]=[CH:15]C=CC=1.[C:17](Cl)(=[O:19])[CH3:18].Cl.[OH2:22]>C1C=CC=CC=1>[C:17]([N:1]([C:15](=[O:22])[CH3:16])[CH2:2][CH2:3][C:4]1[CH:9]=[CH:8][C:7]([OH:10])=[CH:6][CH:5]=1)(=[O:19])[CH3:18]. Reported procedure: To a solution of 54.9 g. (0.4 mol) tyramine in 200 ml. pyridine are added dropwise, while stirring at 30°-35° C., 65.8 g. (0.84 mol) acetyl chloride. The reaction mixture is subsequently heated for 15 minutes on a boiling waterbath, then cooled and poured into a mixture of ice and water. By the addition of concentrated hydrochloric acid, it is made markedly acidic and subsequently extracted with chloroform. The chloroform phase is washed with water, dried over anhydrous calcium chloride and then... The reactants are [OH-].[Na+] (Sodium hydroxide), NC1=C2C(=NC=N1)N(N=C2C)C(C)C=2C(=C(C(=C(C2)Cl)C)C2=CC(=NC=C2)C#N)OC (4-{3-[1-(4-amino-3-methyl-1H-pyrazolo[3,4-d]pyrimidin-1-yl)ethyl]-5-chloro-2-methoxy-6-methylphenyl}pyridine-2-carbonitrile), C(C)O (ethanol), Cl (HCl). Conditions: temperature 95 celsius. Product: Cl.Cl.NC1=C2C(=NC=N1)N(N=C2C)C(C)C=2C(=C(C(=C(C2)Cl)C)C2=CC(=NC=C2)C(=O)O)OC (4-(3-(1-(4-Amino-3-methyl-1H-pyrazolo[3,4-d]pyrimidin-1-yl)ethyl)-5-chloro-2-methoxy-6-methylphenyl)picolinic acid dihydrochloride). RXN SMILES: [OH-:1].[Na+].[NH2:3][C:4]1[N:9]=[CH:8][N:7]=[C:6]2[N:10]([CH:14]([C:16]3[C:17]([O:32][CH3:33])=[C:18]([C:24]4[CH:29]=[CH:28][N:27]=C(C#N)[CH:25]=4)[C:19]([CH3:23])=[C:20]([Cl:22])[CH:21]=3)[CH3:15])[N:11]=[C:12]([CH3:13])[C:5]=12.[ClH:34].[CH2:35]([OH:37])[CH3:36]>>[ClH:22].[ClH:34].[NH2:3][C:4]1[N:9]=[CH:8][N:7]=[C:6]2[N:10]([CH:14]([C:16]3[C:17]([O:32][CH3:33])=[C:18]([C:24]4[CH:29]=[CH:28][N:27]=[C:36]([C:35]([OH:1])=[O:37])[CH:25]=4)[C:19]([CH3:23])=[C:20]([Cl:22])[CH:21]=3)[CH3:15])[N:11]=[C:12]([CH3:13])[C:5]=12 |f:0.1,5.6.7|. Procedure: 1.0 M Sodium hydroxide (2.9 mL, 2.9 mmol) was added to a mixture of 4-{3-[1-(4-amino-3-methyl-1H-pyrazolo[3,4-d]pyrimidin-1-yl)ethyl]-5-chloro-2-methoxy-6-methylphenyl}pyridine-2-carbonitrile (0.250 g, 0.576 mmol) in ethanol (4.0 mL) and the resulting mixture was heated at 95° C. for 6 h. At this time, conc. HCl was added to adjust the pH to ˜3. The solvent was removed and the residue was used in the next step without further purification. LCMS calculated for C22H22ClN6O3 (M+H)+: m/z=453.1; Foun...